From a dataset of the Open Reaction Database (ORD), a public repository of structured organic reaction records. describe an organic reaction: reactants, conditions, products, and yield Product: CCOc1ccc(C(COCc2cccc(Oc3ccc(Cl)cc3)c2)C(F)(F)F)cc1. Reactants: C1CCOC1, CCOc1ccc(C(CO)C(F)(F)F)cc1, Clc1ccc(Oc2cccc(CBr)c2)cc1, [H-], [Na+], O. As a reaction SMILES: [CH2:36]1[O:37][CH2:38][CH2:39][CH2:40]1.[CH2:3]([CH3:4])[O:5][c:6]1[cH:7][cH:8][c:9]([CH:12]([CH2:13][OH:14])[C:15]([F:16])([F:17])[F:18])[cH:10][cH:11]1.[Cl:19][c:20]1[cH:21][cH:22][c:23]([O:24][c:25]2[cH:26][c:27]([CH2:28][Br:29])[cH:30][cH:31][cH:32]2)[cH:33][cH:34]1.[H-:1].[Na+:2].[OH2:35]>>[CH2:3]([CH3:4])[O:5][c:6]1[cH:7][cH:8][c:9]([CH:12]([CH2:13][O:14][CH2:28][c:27]2[cH:26][c:25]([O:24][c:23]3[cH:22][cH:21][c:20]([Cl:19])[cH:34][cH:33]3)[cH:32][cH:31][cH:30]2)[C:15]([F:16])([F:17])[F:18])[cH:10][cH:11]1. Starting materials: C(C)OC(=O)C1=CC2=C(S1)C=C(C=C2)C(CC)(C2=CC(=C(C=C2)O)C)CC (6-[1-ethyl-1-(4-hydroxy-3-methyl-phenyl)-propyl]-benzo[b]thiophene-2-carboxylic acid ethyl ester), BrCC(C(C)(C)C)=O (1-bromopinacolone), C(=O)([O-])[O-].[K+].[K+] (K2CO3). Procedure details: A solution of 6-[1-ethyl-1-(4-hydroxy-3-methyl-phenyl)-propyl]-benzo[b]thiophene-2-carboxylic acid ethyl ester (0.780 g, 2.04 mmol) and 1-bromopinacolone (0.731 g, 4.08 mmol) in acetone (30 mL) is treated with K2CO3 (0.563 g, 4.08 mmol) and stirred at RT for 4 h. The mixture is filtered, and the filtrate is concentrated. The residue is purified using silica gel column chromatography (10-15% EtOAc/Hex) to provide the title compound (0.89 g, 91%). Yields the product C(C)OC(=O)C1=CC2=C(S1)C=C(C=C2)C(CC)(CC)C2=CC(=C(C=C2)OCC(C(C)(C)C)=O)C (6-{1-[4-(3,3-Dimethyl-2-oxo-butoxy)-3-methyl-phenyl]-1-ethyl-propyl}-benzo[b]thiophene-2-carboxylic acid ethyl ester). The solvent is CC(=O)C (acetone). Isolated yield 90.8%. RXN SMILES: [CH2:1]([O:3][C:4]([C:6]1[S:10][C:9]2[CH:11]=[C:12]([C:15]([CH2:26][CH3:27])([C:18]3[CH:23]=[CH:22][C:21]([OH:24])=[C:20]([CH3:25])[CH:19]=3)[CH2:16][CH3:17])[CH:13]=[CH:14][C:8]=2[CH:7]=1)=[O:5])[CH3:2].Br[CH2:29][C:30](=[O:35])[C:31]([CH3:34])([CH3:33])[CH3:32].C([O-])([O-])=O.[K+].[K+]>CC(C)=O>[CH2:1]([O:3][C:4]([C:6]1[S:10][C:9]2[CH:11]=[C:12]([C:15]([C:18]3[CH:23]=[CH:22][C:21]([O:24][CH2:29][C:30](=[O:35])[C:31]([CH3:34])([CH3:33])[CH3:32])=[C:20]([CH3:25])[CH:19]=3)([CH2:26][CH3:27])[CH2:16][CH3:17])[CH:13]=[CH:14][C:8]=2[CH:7]=1)=[O:5])[CH3:2] |f:2.3.4|. Run at time 4 hour. The reactants are ClC1=C(C(=CC=C1)Cl)C=1C(C=CN2C(=CC=CC12)C1=C(C=O)C=CC=C1)=O (2-[1-(2,6-dichlorophenyl)-2-oxo-2H-quinolizin-6-yl]benzaldehyde), [BH4-].[Na+] (sodium borohydride). The solvent is CO (methanol). Run at time 0.5 hour. The product is ClC1=C(C(=CC=C1)Cl)C=1C(C=CN2C(=CC=CC12)C1=C(C=CC=C1)CO)=O (1-(2,6-dichlorophenyl)-6-[2-(hydroxymethyl)phenyl]-2H-quinolizin-2-one). The yield is 49.7%. Reaction SMILES: [Cl:1][C:2]1[CH:7]=[CH:6][CH:5]=[C:4]([Cl:8])[C:3]=1[C:9]1[C:10](=[O:27])[CH:11]=[CH:12][N:13]2[C:18]=1[CH:17]=[CH:16][CH:15]=[C:14]2[C:19]1[CH:26]=[CH:25][CH:24]=[CH:23][C:20]=1[CH:21]=[O:22].[BH4-].[Na+]>CO>[Cl:1][C:2]1[CH:7]=[CH:6][CH:5]=[C:4]([Cl:8])[C:3]=1[C:9]1[C:10](=[O:27])[CH:11]=[CH:12][N:13]2[C:18]=1[CH:17]=[CH:16][CH:15]=[C:14]2[C:19]1[CH:26]=[CH:25][CH:24]=[CH:23][C:20]=1[CH2:21][OH:22] |f:1.2|. Procedure details: To a solution of 2-[1-(2,6-dichlorophenyl)-2-oxo-2H-quinolizin-6-yl]benzaldehyde (Example 4, 8 mg) in methanol was added sodium borohydride (2 mg) at 0° C. and stirred for ½ hr. The mixture was concentrated and purified by silica gel (methylene chloride/acetone=1/2) to give the title compound (4 mg).